Dataset: the Open Reaction Database (ORD), a public repository of structured organic reaction records. Task: describe an organic reaction: reactants, conditions, products, and yield Reactants: OC1CCC=2C(=CC=CC12)C(=O)OC (methyl 1-hydroxyindan-4-carboxylate), S(=O)(Cl)Cl (thionyl chloride). Run in C(Cl)(Cl)Cl (chloroform). The product is ClC1CCC=2C(=CC=CC12)C(=O)OC (methyl 1-chloroindan-4-carboxylate). RXN SMILES: O[CH:2]1[C:10]2[CH:9]=[CH:8][CH:7]=[C:6]([C:11]([O:13][CH3:14])=[O:12])[C:5]=2[CH2:4][CH2:3]1.S(Cl)([Cl:17])=O>C(Cl)(Cl)Cl>[Cl:17][CH:2]1[C:10]2[CH:9]=[CH:8][CH:7]=[C:6]([C:11]([O:13][CH3:14])=[O:12])[C:5]=2[CH2:4][CH2:3]1. Procedure: In 6 ml. of chloroform is dissolved 5.7 g. of methyl 1-hydroxyindan-4-carboxylate and, under cooling with ice, the solution is stirred. Then, 3 ml. of thionyl chloride is added dropwise and, after the dropwise addition has been completed, the mixture is further stirred under cooling with ice for one hour. Then, the solvent and the excess thionyl chloride are distilled off under reduced pressure. The residue obtained is purified by column chromatography on silica gel (500 g. silica gel; eluant: c... The reactants are CCOC(=O)c1cccnc1, CCO, O=C1Cc2ccccc2N1, [Na], O. The product is O=C1Nc2ccccc2C1C(=O)c1cccnc1. RXN SMILES: [C:12]([c:13]1[cH:14][n:15][cH:16][cH:17][cH:18]1)(=[O:19])[O:20][CH2:21][CH3:22].[CH3:23][CH2:24][OH:25].[NH:2]1[C:3](=[O:11])[CH2:4][c:5]2[cH:6][cH:7][cH:8][cH:9][c:10]21.[Na:1].[OH2:26]>>[NH:2]1[C:3](=[O:11])[CH:4]([C:12]([c:13]2[cH:14][n:15][cH:16][cH:17][cH:18]2)=[O:19])[c:5]2[cH:6][cH:7][cH:8][cH:9][c:10]21. The reactants are C(C1=CC=CC=C1)N1CC(C(C1)C1=CSC=C1)C=O (1-benzyl-3-(SR)-formyl-4-(SR)-thiophen-3-ylpyrrolidine), OC1(CCNCC1)CCCC1=CC=CC=C1 (4-hydroxy-4-(3-phenylpropyl)piperidine). Yields the product C(C1=CC=CC=C1)N1CC(C(C1)C1=CSC=C1)CN1CCC(CC1)(CCCC1=CC=CC=C1)O (1-Benzyl-3-(RS)-(4-hydroxy-4-(3-phenylpropyl)piperidinylmethyl)-4-(SR)-(3-thienyl)pyrrolidine). RXN SMILES: [CH2:1]([N:8]1[CH2:12][CH:11]([C:13]2[CH:17]=[CH:16][S:15][CH:14]=2)[CH:10]([CH:18]=O)[CH2:9]1)[C:2]1[CH:7]=[CH:6][CH:5]=[CH:4][CH:3]=1.[OH:20][C:21]1([CH2:27][CH2:28][CH2:29][C:30]2[CH:35]=[CH:34][CH:33]=[CH:32][CH:31]=2)[CH2:26][CH2:25][NH:24][CH2:23][CH2:22]1>>[CH2:1]([N:8]1[CH2:12][CH:11]([C:13]2[CH:17]=[CH:16][S:15][CH:14]=2)[CH:10]([CH2:18][N:24]2[CH2:25][CH2:26][C:21]([OH:20])([CH2:27][CH2:28][CH2:29][C:30]3[CH:35]=[CH:34][CH:33]=[CH:32][CH:31]=3)[CH2:22][CH2:23]2)[CH2:9]1)[C:2]1[CH:3]=[CH:4][CH:5]=[CH:6][CH:7]=1. Procedure: The title compound was prepared from 1-benzyl-3-(SR)-formyl-4-(SR)-thiophen-3-ylpyrrolidine and 4-hydroxy-4-(3-phenylpropyl)piperidine by procedures described in Example 1. The reactants are ICCCCOC1=CC=C(C=C1)NC=C1C(NC2=CC=CC=C12)=O (3-{[4-(4-Iodo-butoxy)-phenylamino]-methylene}-1,3-dihydro-indol-2-one), N1CCSCC1 (thiomorpholine). Product: N1(CCSCC1)CCCCOC1=CC=C(C=C1)NC=C1C(NC2=CC=CC=C12)=O (3-{[4-(4-Thiomorpholin-4-yl-butoxy)-phenylamino]-methylene}-1,3-dihydro-indol-2-one). As a reaction SMILES: I[CH2:2][CH2:3][CH2:4][CH2:5][O:6][C:7]1[CH:12]=[CH:11][C:10]([NH:13][CH:14]=[C:15]2[C:23]3[C:18](=[CH:19][CH:20]=[CH:21][CH:22]=3)[NH:17][C:16]2=[O:24])=[CH:9][CH:8]=1.[NH:25]1[CH2:30][CH2:29][S:28][CH2:27][CH2:26]1>>[N:25]1([CH2:2][CH2:3][CH2:4][CH2:5][O:6][C:7]2[CH:12]=[CH:11][C:10]([NH:13][CH:14]=[C:15]3[C:23]4[C:18](=[CH:19][CH:20]=[CH:21][CH:22]=4)[NH:17][C:16]3=[O:24])=[CH:9][CH:8]=2)[CH2:30][CH2:29][S:28][CH2:27][CH2:26]1. Procedure details: In a manner similar to that described in Example 207, 3-{[4-(4-Iodo-butoxy)-phenylamino]-methylene}-1,3-dihydro-indol-2-one and thiomorpholine are converted to the named compound.